Task: describe an organic reaction: reactants, conditions, products, and yield. Dataset: the Open Reaction Database (ORD), a public repository of structured organic reaction records Starting materials: COC(C(C(C1=C(C=CC=C1)F)Cl)=O)=O (3-chloro-3-(2-fluoro-phenyl)-2-oxo-propionic acid methyl ester), C(C)(=S)N (thioacetamide). Yields the product COC(=O)C=1N=C(SC1C1=C(C=CC=C1)F)C (5-(2-Fluoro-phenyl)-2-methyl-thiazole-4-carboxylic Acid Methyl Ester). Reaction SMILES: [CH3:1][O:2][C:3](=[O:15])[C:4](=O)[CH:5](Cl)[C:6]1[CH:11]=[CH:10][CH:9]=[CH:8][C:7]=1[F:12].[C:16]([NH2:19])(=[S:18])[CH3:17]>>[CH3:1][O:2][C:3]([C:4]1[N:19]=[C:16]([CH3:17])[S:18][C:5]=1[C:6]1[CH:11]=[CH:10][CH:9]=[CH:8][C:7]=1[F:12])=[O:15]. Reported procedure: prepared by reaction of 3-chloro-3-(2-fluoro-phenyl)-2-oxo-propionic acid methyl ester with thioacetamide. LC-MS: tR=0.89 min; [M+H]+=252.0.